From a dataset of the Open Reaction Database (ORD), a public repository of structured organic reaction records. describe an organic reaction: reactants, conditions, products, and yield Reactants: C(C)(=O)OCC1=C(N2C(C(C2SC1)N)=O)C(=O)O (3-[(Acetyloxy)methyl]-7-amino-8-oxo-5-thia-1-azabicyclo[4.2.0]oct-2-ene-2-carboxylic acid), S(O)(O)(=O)=O (sulfuric acid), liquid, CC(C)=C (isobutylene), ice, C([O-])(O)=O.[Na+] (sodium bicarbonate). Run in O1CCOCC1 (dioxane). Procedure: 3-[(Acetyloxy)methyl]-7-amino-8-oxo-5-thia-1-azabicyclo[4.2.0]oct-2-ene-2-carboxylic acid (0.04 mole) is added to 100 ml of dioxane, 10 ml of concentrated sulfuric acid and 50 ml of liquid isobutylene in a pressure bottle. The mixture is shaken overnight. The bottle is chilled, opened and the contents poured into an ice cold solution of sodium bicarbonate. Extraction of the aqueous phase with ethyl acetate followed by drying and evaporation of the ethyl acetate phase gives the title compound, M.... Run at time 8 hour. Reaction SMILES: [C:1]([O:4][CH2:5][C:6]1[CH2:13][S:12][CH:11]2[N:8]([C:9](=[O:15])[CH:10]2[NH2:14])[C:7]=1[C:16]([OH:18])=[O:17])(=[O:3])[CH3:2].S(=O)(=O)(O)O.[CH3:24][C:25](=[CH2:27])[CH3:26].C(=O)(O)[O-].[Na+]>O1CCOCC1>[C:25]([O:17][C:16]([C:7]1[N:8]2[CH:11]([S:12][CH2:13][C:6]=1[CH2:5][O:4][C:1](=[O:3])[CH3:2])[CH:10]([NH2:14])[C:9]2=[O:15])=[O:18])([CH3:27])([CH3:26])[CH3:24] |f:3.4|. Product: C(C)(C)(C)OC(=O)C=1N2C(C(C2SCC1COC(C)=O)N)=O (3-[(Acetyloxy)methyl]-7-amino-8-oxo-5-thia-1-azabicyclo[4.2.0]oct-2-ene-2-carboxylic acid tert-butyl ester). The reactants are CCO, Fc1ccc(CBr)cc1, [Na+], [OH-], O=S(=O)(O)c1ccc(O)cc1. The product is [Na+], O=S(=O)([O-])c1ccc(OCc2ccc(F)cc2)cc1. Reaction SMILES: [CH3:23][CH2:24][OH:25].[F:12][c:13]1[cH:14][cH:15][c:16]([CH2:17][Br:18])[cH:19][cH:20]1.[Na+:22].[OH-:21].[OH:1][c:2]1[cH:3][cH:4][c:5]([S:8]([OH:9])(=[O:10])=[O:11])[cH:6][cH:7]1>>[Na+:22].[O:1]([c:2]1[cH:3][cH:4][c:5]([S:8]([O-:9])(=[O:10])=[O:11])[cH:6][cH:7]1)[CH2:17][c:16]1[cH:15][cH:14][c:13]([F:12])[cH:20][cH:19]1. Reactants: [BH4-].[Na+] (Sodium borohydride), NC1=C(C(=NC(=C1)C1=CC=C(C=C1)C=O)C(=O)OC)Cl (methyl 4-amino-3-chloro-6-(4-formylphenyl)pyridine-2-carboxylate). Run in CO.ClCCl (methanol dichloromethane). Conditions: time 15 minute. Yields the product NC1=C(C(=NC(=C1)C1=CC=C(C=C1)CO)C(=O)OC)Cl (methyl 4-amino-3-chloro-6-(4-hydroxymethylphenyl)pyridine-2-carboxylate). Isolated yield 86.5%. RXN SMILES: [BH4-].[Na+].[NH2:3][C:4]1[CH:9]=[C:8]([C:10]2[CH:15]=[CH:14][C:13]([CH:16]=[O:17])=[CH:12][CH:11]=2)[N:7]=[C:6]([C:18]([O:20][CH3:21])=[O:19])[C:5]=1[Cl:22]>CO.ClCCl>[NH2:3][C:4]1[CH:9]=[C:8]([C:10]2[CH:15]=[CH:14][C:13]([CH2:16][OH:17])=[CH:12][CH:11]=2)[N:7]=[C:6]([C:18]([O:20][CH3:21])=[O:19])[C:5]=1[Cl:22] |f:0.1,3.4|. Reported procedure: Sodium borohydride (112 mg, 3 mmol) was slowly added to a solution of methyl 4-amino-3-chloro-6-(4-formylphenyl)pyridine-2-carboxylate (2.87 g, 9.87 mmol) in methanol/dichloromethane (1:1, 100 mL) cooled by an ice bath. After the addition was complete, the ice bath was removed and the reaction mixture was stirred for 15 minutes and then concentrated. The residue was dissolved in ethyl acetate/water and the organic phase was washed with brine, dried (MgSO4) and concentrated. The residue was purif... The reactants are C1(=CC(=CC=C1)CC(=O)O)C1=CC=CC=C1 (biphenyl-3-yl acetic acid), C(C)(C)[N-]C(C)C.[Li+] (lithium diisopropyl amide), O (water), BrCC(=C)C (3-bromo-2-methylpropene). The solvent is O1CCCC1 (tetrahydrofuran), O1CCCC1 (tetrahydrofuran), CO.ClCCl (methanol dichloromethane). Reaction conditions: temperature 0 celsius, time 40 minute. The product is C1(=CC(=CC=C1)C(C(=O)O)CC(=C)C)C1=CC=CC=C1 (2-biphenyl-3-yl-4-methylpent-4-enoic acid). RXN SMILES: [C:1]1([C:11]2[CH:16]=[CH:15][CH:14]=[CH:13][CH:12]=2)[CH:6]=[CH:5][CH:4]=[C:3]([CH2:7][C:8]([OH:10])=[O:9])[CH:2]=1.C([N-]C(C)C)(C)C.[Li+].Br[CH2:26][C:27]([CH3:29])=[CH2:28].O>O1CCCC1.CO.ClCCl>[C:1]1([C:11]2[CH:16]=[CH:15][CH:14]=[CH:13][CH:12]=2)[CH:6]=[CH:5][CH:4]=[C:3]([CH:7]([CH2:28][C:27]([CH3:29])=[CH2:26])[C:8]([OH:10])=[O:9])[CH:2]=1 |f:1.2,6.7|. Procedure details: A solution of biphenyl-3-yl acetic acid (7.0 g, 33 mmol) in anhydrous tetrahydrofuran (84 mL) was added dropwise to a solution of lithium diisopropyl amide (36.4 mL, 2M solution in hexanes) in anhydrous tetrahydrofuran (84 mL) at −78° C. The mixture was allowed to warm to 0° C. and stirred for 40 min. The mixture was then cooled to −78° C. and 3-bromo-2-methylpropene (4.97 mL) rapidly added. The mixture was stirred for 1 h at −78° C. then water (28 mL) added and the organics removed under reduce... The product is N (ammonia), C(C1=CC=CC=C1)OC(C=CC1=CC(=CC=C1)CC(C)(C)NC[C@H](O[Si](C)(C)C(C)(C)C)C1=CC(=C(C=C1)OCC1=CC=CC=C1)CO)=O (Benzyl-3-(3-{2-[((2R)-2-[4-(benzyloxy)-3-(hydroxymethyl)phenyl]-2-{[tert-butyl(dimethyl)silyl]oxy}ethyl)amino]-2-methyl propyl}phenyl)acrylate). The solvent is C(C)OCC (diethyl ether). Reaction conditions: temperature 90 celsius, time 18 hour. Procedure: A mixture of [2-(benzyloxy)-5-((1R)-2-bromo-1-{[tert-butyl(dimethyl)silyl]oxy}ethyl) phenyl]methanol (Preparation 23) (800 mg, 1.77 mmol) and 3-[3-(2-amino-2-methyl-propyl)phenyl]-acrylic acid benzyl ester (preparation 142), (1.10 g, 3.55 mmol) was stirred at 90° C. for 18 hours. The reaction mixture was then cooled to room temperature, diluted with diethyl ether (40 mL) and stirred for 4 hours. The resulting precipitate was filtered off, washing though with diethyl ether, and the filtrate was c... As a reaction SMILES: [CH2:1]([O:8][C:9]1[CH:14]=[CH:13][C:12]([C@@H:15]([O:18][Si:19]([C:22]([CH3:25])([CH3:24])[CH3:23])([CH3:21])[CH3:20])[CH2:16]Br)=[CH:11][C:10]=1[CH2:26][OH:27])[C:2]1[CH:7]=[CH:6][CH:5]=[CH:4][CH:3]=1.[CH2:28]([O:35][C:36](=[O:50])[CH:37]=[CH:38][C:39]1[CH:44]=[CH:43][CH:42]=[C:41]([CH2:45][C:46]([NH2:49])([CH3:48])[CH3:47])[CH:40]=1)[C:29]1[CH:34]=[CH:33][CH:32]=[CH:31][CH:30]=1>C(OCC)C>[NH3:49].[CH2:28]([O:35][C:36](=[O:50])[CH:37]=[CH:38][C:39]1[CH:44]=[CH:43][CH:42]=[C:41]([CH2:45][C:46]([NH:49][CH2:16][C@@H:15]([C:12]2[CH:13]=[CH:14][C:9]([O:8][CH2:1][C:2]3[CH:7]=[CH:6][CH:5]=[CH:4][CH:3]=3)=[C:10]([CH2:26][OH:27])[CH:11]=2)[O:18][Si:19]([C:22]([CH3:25])([CH3:24])[CH3:23])([CH3:21])[CH3:20])([CH3:47])[CH3:48])[CH:40]=1)[C:29]1[CH:30]=[CH:31][CH:32]=[CH:33][CH:34]=1. Reactants: C(C1=CC=CC=C1)OC1=C(C=C(C=C1)[C@H](CBr)O[Si](C)(C)C(C)(C)C)CO ([2-(benzyloxy)-5-((1R)-2-bromo-1-{[tert-butyl(dimethyl)silyl]oxy}ethyl) phenyl]methanol), C(C1=CC=CC=C1)OC(C=CC1=CC(=CC=C1)CC(C)(C)N)=O (3-[3-(2-amino-2-methyl-propyl)phenyl]-acrylic acid benzyl ester). Starting materials: FC1=CC=C(C=C1)C1(COC(OC1)(C)C)[N+](=O)[O-] (5-(4-fluorophenyl)-2,2-dimethyl-5-nitro-1,3-dioxane). Reagents/catalysts: [Zn] (zinc). The solvent is C(C)(=O)O (acetic acid). Run at time 2 hour. The product is FC1=CC=C(C=C1)C1(COC(OC1)(C)C)N (5-(4-fluorophenyl)-2,2-dimethyl-1,3-dioxan-5-amine). Isolated yield 75.2%. As a reaction SMILES: [F:1][C:2]1[CH:7]=[CH:6][C:5]([C:8]2([N+:16]([O-])=O)[CH2:13][O:12][C:11]([CH3:15])([CH3:14])[O:10][CH2:9]2)=[CH:4][CH:3]=1>C(O)(=O)C.[Zn]>[F:1][C:2]1[CH:3]=[CH:4][C:5]([C:8]2([NH2:16])[CH2:9][O:10][C:11]([CH3:14])([CH3:15])[O:12][CH2:13]2)=[CH:6][CH:7]=1. Procedure details: To a solution of 490 mg of 5-(4-fluorophenyl)-2,2-dimethyl-5-nitro-1,3-dioxane in 7.4 ml of acetic acid was added 628 mg of zinc powder, followed by stirring at room temperature for 2 hours. The insoluble materials were separated by filtration and washed with chloroform, and the filtrate was then concentrated under reduced pressure. To the obtained residue was added a 1 M aqueous sodium hydroxide solution, followed by extraction with chloroform. The organic layer was dried over anhydrous magnesi...